Dataset: the Open Reaction Database (ORD), a public repository of structured organic reaction records. Task: describe an organic reaction: reactants, conditions, products, and yield Starting materials: C1(CCCCC1)C(C1=C(OC(=C1)C1=CC=C(C=C1)C(F)(F)F)CSC)NC1=CC=C(C(=O)O)C=C1 (4-[(cyclohexyl{2-[(methylsulfanyl)methyl]-5-[4-(trifluoromethyl)phenyl]furan-3-yl}methyl)amino]benzoic acid), CNCCC(=O)OCC (ethyl 3-(methylamino)propanoate), Cl.C(C)N=C=NCCCN(C)C (1-ethyl-3-(3-dimethylaminopropyl)carbodiimide hydrochloride), O.OC1=CC=CC=2NN=NC21 (hydroxybenzotriazole monohydrate), CN(C=O)C (N,N-dimethylformamide). The solvent is C(C)(=O)OCC (Ethyl acetate), C(C)N(CC)CC (triethylamine). The product is C1(CCCCC1)C(C1=C(OC(=C1)C1=CC=C(C=C1)C(F)(F)F)CSC)NC1=CC=C(C=C1)C(=O)N(CCC(=O)OCC)C (ethyl 3-[({4-[(cyclohexyl{2-[(methylsulfanyl)methyl]-5-[4-(trifluoromethyl)phenyl]furan-3-yl}methyl)amino]phenyl}carbonyl)(methyl)amino]propanoate). Isolated yield 100.0%. As a reaction SMILES: [CH:1]1([CH:7]([NH:26][C:27]2[CH:35]=[CH:34][C:30](C(O)=O)=[CH:29][CH:28]=2)[C:8]2[CH:12]=[C:11]([C:13]3[CH:18]=[CH:17][C:16]([C:19]([F:22])([F:21])[F:20])=[CH:15][CH:14]=3)[O:10][C:9]=2[CH2:23][S:24][CH3:25])[CH2:6][CH2:5][CH2:4][CH2:3][CH2:2]1.CNC[CH2:39][C:40]([O:42][CH2:43][CH3:44])=[O:41].Cl.C(N=C=NCCCN(C)C)C.O.OC1C2N=NNC=2C=CC=1.[CH3:68][N:69]([CH3:72])[CH:70]=[O:71]>C(OCC)(=O)C.C(N(CC)CC)C>[CH:1]1([CH:7]([NH:26][C:27]2[CH:28]=[CH:29][C:30]([C:70]([N:69]([CH3:72])[CH2:68][CH2:39][C:40]([O:42][CH2:43][CH3:44])=[O:41])=[O:71])=[CH:34][CH:35]=2)[C:8]2[CH:12]=[C:11]([C:13]3[CH:14]=[CH:15][C:16]([C:19]([F:22])([F:20])[F:21])=[CH:17][CH:18]=3)[O:10][C:9]=2[CH2:23][S:24][CH3:25])[CH2:6][CH2:5][CH2:4][CH2:3][CH2:2]1 |f:2.3,4.5|. Procedure: A solution of 4-[(cyclohexyl{2-[(methylsulfanyl)methyl]-5-[4-(trifluoromethyl)phenyl]furan-3-yl}methyl)amino]benzoic acid (1.0 g), ethyl 3-(methylamino)propanoate (0.3 g), 1-ethyl-3-(3-dimethylaminopropyl)carbodiimide hydrochloride (0.5 g), hydroxybenzotriazole monohydrate (0.4 g) and triethylamine (0.3 mL) in N,N-dimethylformamide (10 mL) was stirred at room temperature for 4 hr. Ethyl acetate was added, the mixture was washed with saturated aqueous sodium hydrogen carbonate solution and water,... Reactants: F[B-](F)(F)F, CCCC(CN1CC(O)C1)NC, CCN(C(C)C)C(C)C, ClCCl, O=C(O)c1ccc(F)c(F)c1, CN(C)C(On1nnc2ccccc21)=[N+](C)C. Yields the product CCCC(CN1CC(O)C1)N(C)C(=O)c1ccc(F)c(F)c1. Reaction SMILES: [B-:12]([F:13])([F:14])([F:15])[F:16].[CH3:43][NH:44][CH:45]([CH2:46][N:47]1[CH2:48][CH:49]([OH:51])[CH2:50]1)[CH2:52][CH2:53][CH3:54].[CH:34]([N:35]([CH2:36][CH3:37])[CH:38]([CH3:39])[CH3:40])([CH3:41])[CH3:42].[Cl:55][CH2:56][Cl:57].[F:1][c:2]1[cH:3][c:4]([C:5](=[O:6])[OH:7])[cH:8][cH:9][c:10]1[F:11].[n:17]1([O:18][C:19]([N:20]([CH3:21])[CH3:22])=[N+:23]([CH3:24])[CH3:25])[c:26]2[cH:27][cH:28][cH:29][cH:30][c:31]2[n:32][n:33]1>>[F:1][c:2]1[cH:3][c:4]([C:5](=[O:7])[N:44]([CH3:43])[CH:45]([CH2:46][N:47]2[CH2:48][CH:49]([OH:51])[CH2:50]2)[CH2:52][CH2:53][CH3:54])[cH:8][cH:9][c:10]1[F:11]. The product is O=C(c1ccccc1)c1ccccc1C(=O)N1CSCC1CO. Reactants: O=C(O)c1ccccc1C(=O)c1ccccc1, CCN=C=NCCCN(C)C, ClCCl, O, On1nnc2ccccc21, OCC1CSCN1. As a reaction SMILES: [C:1]([c:2]1[cH:3][cH:4][cH:5][cH:6][cH:7]1)(=[O:8])[c:9]1[c:10]([C:11](=[O:12])[OH:13])[cH:14][cH:15][cH:16][cH:17]1.[CH2:36]([N:37]=[C:38]=[N:39][CH2:40][CH2:41][CH2:42][N:43]([CH3:44])[CH3:45])[CH3:46].[CH2:47]([Cl:48])[Cl:49].[OH2:18].[OH:19][n:20]1[c:21]2[cH:22][cH:23][cH:24][cH:25][c:26]2[n:27][n:28]1.[S:29]1[CH2:30][NH:31][CH:32]([CH2:34][OH:35])[CH2:33]1>>[C:1]([c:2]1[cH:3][cH:4][cH:5][cH:6][cH:7]1)(=[O:8])[c:9]1[c:10]([C:11](=[O:13])[N:31]2[CH2:30][S:29][CH2:33][CH:32]2[CH2:34][OH:35])[cH:14][cH:15][cH:16][cH:17]1. The reactants are NC(=O)CBr, CC(C)(C)[O-], COc1cc2c(c3c1OC(C)(C)C3)C(c1cccc(NS(C)(=O)=O)c1)=NC(C)(C)C2, [K+], C1CCOC1, O. The product is COc1cc2c(c3c1OC(C)(C)C3)C(c1cccc(N(CC(N)=O)S(C)(=O)=O)c1)=NC(C)(C)C2. RXN SMILES: [Br:37][CH2:38][C:39](=[O:40])[NH2:41].[CH3:1][C:2]([CH3:3])([O-:4])[CH3:5].[CH3:7][O:8][c:9]1[cH:10][c:11]2[c:16]([c:17]3[c:18]1[O:19][C:20]([CH3:22])([CH3:23])[CH2:21]3)[C:15]([c:24]1[cH:25][c:26]([NH:30][S:31](=[O:32])(=[O:33])[CH3:34])[cH:27][cH:28][cH:29]1)=[N:14][C:13]([CH3:35])([CH3:36])[CH2:12]2.[K+:6].[O:43]1[CH2:44][CH2:45][CH2:46][CH2:47]1.[OH2:42]>>[CH3:7][O:8][c:9]1[cH:10][c:11]2[c:16]([c:17]3[c:18]1[O:19][C:20]([CH3:22])([CH3:23])[CH2:21]3)[C:15]([c:24]1[cH:25][c:26]([N:30]([S:31](=[O:32])(=[O:33])[CH3:34])[CH2:38][C:39](=[O:40])[NH2:41])[cH:27][cH:28][cH:29]1)=[N:14][C:13]([CH3:35])([CH3:36])[CH2:12]2. The reactants are compound, C1(=CC=CC=C1)B(O)C(C1=CC=CC=C1)OC(C1=CC=CC=C1)B(O)C1=CC=CC=C1 (bis(4,4′-(phenylhydroxyboryl)benzyl) ether), OCC1=NC=CC=C1 (2-hydroxymethylpyridine). Run in C(C)O (ethanol). Yields the product C1(=CC=CC=C1)B(OCC1=NC=CC=C1)C(C1=CC=CC=C1)OC(C1=CC=CC=C1)B(OCC1=NC=CC=C1)C1=CC=CC=C1 (Bis(4,4′-(phenyl-2-pyridylmethoxyboryl)benzyl) ether). Reaction SMILES: [C:1]1([B:7]([CH:9]([O:16][CH:17]([B:24]([C:26]2[CH:31]=[CH:30][CH:29]=[CH:28][CH:27]=2)[OH:25])[C:18]2[CH:23]=[CH:22][CH:21]=[CH:20][CH:19]=2)[C:10]2[CH:15]=[CH:14][CH:13]=[CH:12][CH:11]=2)[OH:8])[CH:6]=[CH:5][CH:4]=[CH:3][CH:2]=1.O[CH2:33][C:34]1[CH:39]=[CH:38][CH:37]=[CH:36][N:35]=1>C(O)C>[C:1]1([B:7]([CH:9]([O:16][CH:17]([B:24]([C:26]2[CH:27]=[CH:28][CH:29]=[CH:30][CH:31]=2)[O:25][CH2:33][C:34]2[CH:39]=[CH:38][CH:37]=[CH:36][N:35]=2)[C:18]2[CH:19]=[CH:20][CH:21]=[CH:22][CH:23]=2)[C:10]2[CH:15]=[CH:14][CH:13]=[CH:12][CH:11]=2)[O:8][CH2:33][C:34]2[CH:39]=[CH:38][CH:37]=[CH:36][N:35]=2)[CH:2]=[CH:3][CH:4]=[CH:5][CH:6]=1. Procedure: The entitled compound (34 mg) was obtained by allowing 59 mg of bis(4,4′-(phenylhydroxyboryl)benzyl) ether and 59 mg of 2-hydroxymethylpyridine to act in 0.7 mL of ethanol at room temperature. Reactants: N1=C(C=CC2=CC=CC=C12)NCCCN (N-(quinolin-2-yl)propane-1,3-diamine), BrC1=CC=C(CBr)C=C1 (4-bromobenzylbromide), ice water, [H-].[Na+] (sodium hydride). Solvent: CS(=O)C (dimethylsulfoxide), CS(=O)C (dimethylsulfoxide), CS(=O)C (dimethylsulfoxide). Product: BrC1=CC=C(CN(CCCN)C2=NC3=CC=CC=C3C=C2)C=C1 (N-(4-bromobenzyl)-N-(quinolin-2-yl)propane-1,3-diamine). Yield: 97.3%. As a reaction SMILES: [H-].[Na+].[N:3]1[C:12]2[C:7](=[CH:8][CH:9]=[CH:10][CH:11]=2)[CH:6]=[CH:5][C:4]=1[NH:13][CH2:14][CH2:15][CH2:16][NH2:17].[Br:18][C:19]1[CH:26]=[CH:25][C:22]([CH2:23]Br)=[CH:21][CH:20]=1>CS(C)=O>[Br:18][C:19]1[CH:26]=[CH:25][C:22]([CH2:23][N:13]([C:4]2[CH:5]=[CH:6][C:7]3[C:12](=[CH:11][CH:10]=[CH:9][CH:8]=3)[N:3]=2)[CH2:14][CH2:15][CH2:16][NH2:17])=[CH:21][CH:20]=1 |f:0.1|. Procedure: To a mixture of sodium hydride (2.64 g, 60% dispersion in mineral oil, 63.79 mmol) in dry dimethylsulfoxide (100 ml) was slowly added a solution of N-(quinolin-2-yl)propane-1,3-diamine (12 g, 56.62 mmol) in dry dimethylsulfoxide (25 ml) at room temperature under an atmosphere of nitrogen. The reaction mixture was stirred until gas evolution was ceased. To the resulting mixture a solution of 4-bromobenzylbromide (16.27 g, 63.79 mmol) in dry dimethylsulfoxide (50 ml) was slowly added at room tempe...